This data is from the Open Reaction Database (ORD), a public repository of structured organic reaction records. The task is: describe an organic reaction: reactants, conditions, products, and yield Starting materials: [OH-].[Na+] (sodium hydroxide), C(C1=CC=CC=C1)OC1=C(C(=O)O)C=C(C=C1)C(F)(F)F (2-benzyloxy-5-trifluoromethylbenzoic acid). Solvent: O (water). The product is [Na+].C(C1=CC=CC=C1)OC1=C(C(=O)[O-])C=C(C=C1)C(F)(F)F (2-Benzyloxy-5-trifluoromethylbenzoic Acid Sodium Salt). As a reaction SMILES: [OH-].[Na+:2].[CH2:3]([O:10][C:11]1[CH:19]=[CH:18][C:17]([C:20]([F:23])([F:22])[F:21])=[CH:16][C:12]=1[C:13]([OH:15])=[O:14])[C:4]1[CH:9]=[CH:8][CH:7]=[CH:6][CH:5]=1>O>[Na+:2].[CH2:3]([O:10][C:11]1[CH:19]=[CH:18][C:17]([C:20]([F:21])([F:22])[F:23])=[CH:16][C:12]=1[C:13]([O-:15])=[O:14])[C:4]1[CH:5]=[CH:6][CH:7]=[CH:8][CH:9]=1 |f:0.1,4.5|. Procedure: To a solution of 400 mg. (0.01 mole) of sodium hydroxide in 30 ml. of water is added, in portions and with stirring, 2.96 g. (0.01 mole) of 2-benzyloxy-5-trifluoromethylbenzoic acid. The slightly hazy solution is filtered and the filtrate concentrated at room temperature and under reduced pressure to dryness. The residual sodium salt is triturated with acetone and filtered. Reactants: CO, CNC(=O)c1ncccc1[N+](=O)[O-], [H][H]. Product: CNC(=O)c1ncccc1N. Reaction SMILES: [CH3:16][OH:17].[CH3:1][NH:2][C:3]([c:4]1[c:5]([N+:10]([O-:11])=[O:12])[cH:6][cH:7][cH:8][n:9]1)=[O:13].[H:14][H:15]>>[CH3:1][NH:2][C:3]([c:4]1[c:5]([NH2:10])[cH:6][cH:7][cH:8][n:9]1)=[O:13].